This data is from the Open Reaction Database (ORD), a public repository of structured organic reaction records. The task is: describe an organic reaction: reactants, conditions, products, and yield Reactants: BrC=1C=CC(=C(C=O)C1)OC1=CC(=C(C=C1)Cl)Cl (5-bromo-2-(3,4-dichlorophenoxy)-benzaldehyde), CN(C)C=O (DMF). The reagents and catalysts are [C-]#N.[Zn+2].[C-]#N (zinc (II) cyanide), C=1C=CC(=CC1)[P](C=2C=CC=CC2)(C=3C=CC=CC3)[Pd]([P](C=4C=CC=CC4)(C=5C=CC=CC5)C=6C=CC=CC6)([P](C=7C=CC=CC7)(C=8C=CC=CC8)C=9C=CC=CC9)[P](C=1C=CC=CC1)(C=1C=CC=CC1)C=1C=CC=CC1 (tetrakis(triphenylphosphine)palladium). Product: C(#N)C=1C=CC(=C(C=O)C1)OC1=CC(=C(C=C1)Cl)Cl (5-CYANO-2-(3,4-DICHLOROPHENOXY)-BENZALDEHYDE). As a reaction SMILES: Br[C:2]1[CH:3]=[CH:4][C:5]([O:10][C:11]2[CH:16]=[CH:15][C:14]([Cl:17])=[C:13]([Cl:18])[CH:12]=2)=[C:6]([CH:9]=1)[CH:7]=[O:8].[CH3:19][N:20](C=O)C>[C-]#N.[Zn+2].[C-]#N.C1C=CC([P]([Pd]([P](C2C=CC=CC=2)(C2C=CC=CC=2)C2C=CC=CC=2)([P](C2C=CC=CC=2)(C2C=CC=CC=2)C2C=CC=CC=2)[P](C2C=CC=CC=2)(C2C=CC=CC=2)C2C=CC=CC=2)(C2C=CC=CC=2)C2C=CC=CC=2)=CC=1>[C:19]([C:2]1[CH:3]=[CH:4][C:5]([O:10][C:11]2[CH:16]=[CH:15][C:14]([Cl:17])=[C:13]([Cl:18])[CH:12]=2)=[C:6]([CH:9]=1)[CH:7]=[O:8])#[N:20] |f:2.3.4,^1:32,34,53,72|. Reported procedure: Under N2 in a flame-dried 3-neck round bottomed flask fitted with a reflux condenser and magnetic stirrer, a mixture of 5-bromo-2-(3,4-dichlorophenoxy)-benzaldehyde (3.0 g, 8.7 mmol), zinc (II) cyanide (1.5 g, 13 mmol) and tetrakis(triphenylphosphine)palladium (0) (1.5 g, 1.3 mmol) in anhydrous DMF (145 ml) was stirred at room temperature while degassing with N2 for 5 min. After heating at approximately 80° C. for 90 min., the reaction was judged complete by thin layer chromatography (50% CH2Cl2... Reactants: C1CCNCC1, CS(=O)(=O)O, CC(C)O, O. Yields the product C1CC[NH2+]CC1, CS(=O)(=O)[O-]. As a reaction SMILES: [CH2:6]1[CH2:7][CH2:8][NH:9][CH2:10][CH2:11]1.[CH3:1][S:2]([OH:3])(=[O:4])=[O:5].[CH:13]([OH:14])([CH3:15])[CH3:16].[OH2:12]>>[CH2:6]1[CH2:7][CH2:8][NH2+:9][CH2:10][CH2:11]1.[CH3:1][S:2](=[O:3])(=[O:4])[O-:5]. The reactants are NCCc1cscc1Br, c1ccc(C2CO2)cc1. Product: OC(CNCCc1cscc1Br)c1ccccc1. As a reaction SMILES: [Br:1][c:2]1[c:3]([CH2:7][CH2:8][NH2:9])[cH:4][s:5][cH:6]1.[CH2:10]1[O:11][CH:12]1[c:13]1[cH:14][cH:15][cH:16][cH:17][cH:18]1>>[Br:1][c:2]1[c:3]([CH2:7][CH2:8][NH:9][CH2:10][CH:12]([OH:11])[c:13]2[cH:14][cH:15][cH:16][cH:17][cH:18]2)[cH:4][s:5][cH:6]1. Starting materials: Cl.N1CCC2(CC1)CCC1=CC=CC=C12 (Spiro[indane-1,4'-piperidine]hydrochloride), C([O-])([O-])=O.[Na+].[Na+] (sodium carbonate). Solvent: O (water). The product is N1CCC2(CC1)CCC1=CC=CC=C12 (spiro[indane-1,4'-piperidine]). RXN SMILES: Cl.[NH:2]1[CH2:7][CH2:6][C:5]2([C:15]3[C:10](=[CH:11][CH:12]=[CH:13][CH:14]=3)[CH2:9][CH2:8]2)[CH2:4][CH2:3]1.C(=O)([O-])[O-].[Na+].[Na+]>O>[NH:2]1[CH2:7][CH2:6][C:5]2([C:15]3[C:10](=[CH:11][CH:12]=[CH:13][CH:14]=3)[CH2:9][CH2:8]2)[CH2:4][CH2:3]1 |f:0.1,2.3.4|. Procedure: Spiro[indane-1,4'-piperidine]hydrochloride (0.4 g, 1.8 mmol) was dissolved in water (20 ml), and the solution made alkaline using solid sodium carbonate. The mixture was extracted with ethyl acetate (5×20 ml), and the organic layers combined and dried (MgSO4). The solvent was removed in vacuo to give spiro[indane-1,4'-piperidine] as a clear oil, which was used without further purification. The reactants are Cl (hydrochloric acid), ClC=1C=C(C=CC1CC1C2(CCCC1)OCCO2)C(C)Br (1-[3-chloro-4-(2,2-ethylenedioxycyclohexane-1-yl methyl)phenyl]ethyl bromide), [Mg] (magnesium), C(=O)=O (carbon dioxide). Solvent: O1CCCC1 (tetrahydrofuran), O (water), C(C)(=O)O (acetic acid), O (water), O1CCCC1 (tetrahydrofuran). Reaction conditions: time 4 hour. Yields the product ClC=1C=C(C=CC1CC1C(CCCC1)=O)C(C(=O)O)C (2-[3-chloro-4-(2-oxocyclohexane-1-yl methyl)phenyl] propionic acid). Yield: 61.0%. RXN SMILES: [Cl:1][C:2]1[CH:3]=[C:4]([CH:19](Br)[CH3:20])[CH:5]=[CH:6][C:7]=1[CH2:8][CH:9]1[CH2:14][CH2:13][CH2:12][CH2:11][C:10]21[O:18]CCO2.[Mg].[C:23](=[O:25])=[O:24].Cl>O1CCCC1.O.C(O)(=O)C>[Cl:1][C:2]1[CH:3]=[C:4]([CH:19]([CH3:20])[C:23]([OH:25])=[O:24])[CH:5]=[CH:6][C:7]=1[CH2:8][CH:9]1[CH2:14][CH2:13][CH2:12][CH2:11][C:10]1=[O:18]. Procedure details: 5.6 g of 1-[3-chloro-4-(2,2-ethylenedioxycyclohexane-1-yl methyl)phenyl]ethyl bromide were dissolved in 50 ml of tetrahydrofuran and added dropwise over one hour to 0.55 g of magnesium suspended in 10 ml of tetrahydrofuran, after which the whole was refluxed under agitation for three hours and cooled to produce a Grignard's reagent. The Grignard's reagent so produced was poured onto an excessive amount of solid carbon dioxide and allowed to stand still for 4 hours, after which the whole was acid... Yields the product Nc1ccc(CN2CCC(C(O)(c3ccc(OC(F)(F)F)cc3)c3ccc(OC(F)(F)F)cc3)CC2)cc1. Starting materials: CCO, [H][H], O=[N+]([O-])c1ccc(CN2CCC(C(O)(c3ccc(OC(F)(F)F)cc3)c3ccc(OC(F)(F)F)cc3)CC2)cc1, O=[Pt]. As a reaction SMILES: [CH3:45][CH2:46][OH:47].[H:41][H:42].[N+:1]([O-:2])(=[O:3])[c:4]1[cH:5][cH:6][c:7]([CH2:10][N:11]2[CH2:12][CH2:13][CH:14]([C:17]([OH:18])([c:19]3[cH:20][cH:21][c:22]([O:25][C:26]([F:27])([F:28])[F:29])[cH:23][cH:24]3)[c:30]3[cH:31][cH:32][c:33]([O:36][C:37]([F:38])([F:39])[F:40])[cH:34][cH:35]3)[CH2:15][CH2:16]2)[cH:8][cH:9]1.[Pt:43]=[O:44]>>[NH2:1][c:4]1[cH:5][cH:6][c:7]([CH2:10][N:11]2[CH2:12][CH2:13][CH:14]([C:17]([OH:18])([c:19]3[cH:20][cH:21][c:22]([O:25][C:26]([F:27])([F:28])[F:29])[cH:23][cH:24]3)[c:30]3[cH:31][cH:32][c:33]([O:36][C:37]([F:38])([F:39])[F:40])[cH:34][cH:35]3)[CH2:15][CH2:16]2)[cH:8][cH:9]1. Starting materials: [BH4-].[Na+] (Sodium borohydride), FC=1C=C(C=O)C=CC1OCOC (3-fluoro-4-(methoxymethoxy)benzaldehyde), CO.C1CCOC1 (methanol THF), [Cl-].[NH4+] (ammonium chloride). Yields the product FC=1C=C(C=CC1OCOC)CC#N (2-[3-fluoro-4-(methoxymethoxy)phenyl]acetonitrile). As a reaction SMILES: [BH4-].[Na+].[F:3][C:4]1[CH:5]=[C:6]([CH:9]=[CH:10][C:11]=1[O:12][CH2:13][O:14][CH3:15])[CH:7]=O.[Cl-].[NH4+:17].[CH3:18]O.C1COCC1>>[F:3][C:4]1[CH:5]=[C:6]([CH2:7][C:18]#[N:17])[CH:9]=[CH:10][C:11]=1[O:12][CH2:13][O:14][CH3:15] |f:0.1,3.4,5.6|. Procedure: Sodium borohydride (2.15 g) was added to a methanol-THF (20 ml-100 ml) solution of the compound 321-1 (17.4 g), while the solution was stirred under cooling on ice. The obtained mixture was stirred at room temperature for 1 hour. A saturated ammonium chloride aqueous solution was added to the reaction solution, and the mixture was extracted with ethyl acetate. The obtained organic layer was dried over magnesium sulfate and then concentrated under reduced pressure. The obtained residue was dissol... The reactants are [Br-], BrCc1cccc(-c2ccccc2)c1, CC1CCCC(=O)C1, S, [Mg+]c1ccccc1. Product: Cc1cccc(-c2ccccc2)c1. RXN SMILES: [Br-:15].[Br:1][CH2:2][c:3]1[cH:4][c:5](-[c:9]2[cH:10][cH:11][cH:12][cH:13][cH:14]2)[cH:6][cH:7][cH:8]1.[CH3:23][CH:24]1[CH2:25][CH2:26][CH2:27][C:28](=[O:29])[CH2:30]1.[S:31].[c:16]1([Mg+:17])[cH:18][cH:19][cH:20][cH:21][cH:22]1>>[CH3:2][c:3]1[cH:4][c:5](-[c:9]2[cH:10][cH:11][cH:12][cH:13][cH:14]2)[cH:6][cH:7][cH:8]1.